From a dataset of the Open Reaction Database (ORD), a public repository of structured organic reaction records. describe an organic reaction: reactants, conditions, products, and yield Procedure details: The title compound is prepared by the same method as cyclobutanecarboxylic acid {(1S,2R,3S,4R)-4-[2-chloro-6-(2,2-diphenyl-ethylamino)-purin-9-yl]-2,3-dihydroxy-cyclopentyl}-amide from (1S,2R,3S,5R)-3-amino-5-[2-chloro-6-(2,2-diphenyl-ethylamino)-purin-9-yl]-cyclopentane-1,2-diol hydrochloride (an intermediate for preparing the compound of Example 22) and isobutyryl chloride to afford the title compound. LCMS (electrospray): m/z [MH+] 535.26. 1H nmr (MeOD, 400 MHz); 8.00(s, 1H), 7.40-7.30(m, 8H)... The reactants are ClC1=NC(=C2N=CN(C2=N1)[C@H]1[C@@H]([C@@H]([C@H](C1)NC(=O)C1CCC1)O)O)NCC(C1=CC=CC=C1)C1=CC=CC=C1 (cyclobutanecarboxylic acid {(1S,2R,3S,4R)-4-[2-chloro-6-(2,2-diphenyl-ethylamino)-purin-9-yl]-2,3-dihydroxy-cyclopentyl}-amide), Cl.N[C@@H]1[C@H]([C@H]([C@@H](C1)N1C2=NC(=NC(=C2N=C1)NCC(C1=CC=CC=C1)C1=CC=CC=C1)Cl)O)O ((1S,2R,3S,5R)-3-amino-5-[2-chloro-6-(2,2-diphenyl-ethylamino)-purin-9-yl]-cyclopentane-1,2-diol hydrochloride), ClC1=NC(=C2N=CNC2=N1)NCC(C1=CC=CC=C1)C1=CC=CC=C1 ((2-Chloro-9H-purin-6-yl)-(2,2-diphenyl-ethyl)-amine), C(C(C)C)(=O)Cl (isobutyryl chloride). Product: ClC1=NC(=C2N=CN(C2=N1)[C@H]1[C@@H]([C@@H]([C@H](C1)NC(C(C)C)=O)O)O)NCC(C1=CC=CC=C1)C1=CC=CC=C1 (N-{(1S,2R,3S,4R)-4-[2-Chloro-6-(2,2-diphenyl-ethylamino)-purin-9-yl]-2,3-dihydroxy-cyclopentyl}-isobutyramide). Reaction SMILES: [Cl:1][C:2]1[N:10]=[C:9]2[C:5]([N:6]=[CH:7][N:8]2[C@@H:11]2[CH2:15][C@H:14]([NH:16][C:17]([CH:19]3[CH2:22]C[CH2:20]3)=[O:18])[C@@H:13]([OH:23])[C@H:12]2[OH:24])=[C:4]([NH:25][CH2:26][CH:27]([C:34]2[CH:39]=[CH:38][CH:37]=[CH:36][CH:35]=2)[C:28]2[CH:33]=[CH:32][CH:31]=[CH:30][CH:29]=2)[N:3]=1.Cl.N[C@H]1C[C@@H](N2C=NC3C2=NC(Cl)=NC=3NCC(C2C=CC=CC=2)C2C=CC=CC=2)[C@H](O)[C@@H]1O.ClC1N=C2C(N=CN2)=C(NCC(C2C=CC=CC=2)C2C=CC=CC=2)N=1.C(Cl)(=O)C(C)C>>[Cl:1][C:2]1[N:10]=[C:9]2[C:5]([N:6]=[CH:7][N:8]2[C@@H:11]2[CH2:15][C@H:14]([NH:16][C:17](=[O:18])[CH:19]([CH3:22])[CH3:20])[C@@H:13]([OH:23])[C@H:12]2[OH:24])=[C:4]([NH:25][CH2:26][CH:27]([C:28]2[CH:29]=[CH:30][CH:31]=[CH:32][CH:33]=2)[C:34]2[CH:35]=[CH:36][CH:37]=[CH:38][CH:39]=2)[N:3]=1 |f:1.2|. Reactants: BrC1=CC=C(C(N)=NO)C=C1 (4-bromobenzamidoxime), BrC1=CC=C(C(N)=NO)C=C1 (4-bromobenzamidoxime), C(#N)C1=CC=C(C=C1)C=1OC=CC1 (2(4-cyanophenyl)furan). The solvent is C(C1=CC=CC=C1)#N (benzonitrile). Yields the product C(#N)C1=CC=C(C=C1)C=1OC(=CC1)C1=CC=C(C=C1)C#N (2,5-bis(4-cyanophenyl)furan). As a reaction SMILES: Br[C:2]1[CH:11]=[CH:10][C:5]([C:6](=NO)[NH2:7])=[CH:4][CH:3]=1.[C:12]([C:14]1[CH:19]=[CH:18][C:17]([C:20]2[O:21][CH:22]=[CH:23][CH:24]=2)=[CH:16][CH:15]=1)#[N:13]>C(#N)C1C=CC=CC=1>[C:12]([C:14]1[CH:15]=[CH:16][C:17]([C:20]2[O:21][C:22]([C:2]3[CH:11]=[CH:10][C:5]([C:6]#[N:7])=[CH:4][CH:3]=3)=[CH:23][CH:24]=2)=[CH:18][CH:19]=1)#[N:13]. Reported procedure: in good yield. In contrast, under N-coupling conditions the benzamidoxime was converted to benzonitrile (Anbazhagan et al., (2002) Tetrahedron Lett. 43: 4221) and attempted Heck coupling of 4-bromobenzamidoxime with 2(4-cyanophenyl)furan yielded 2,5-bis(4-cyanophenyl)furan. The reactants are Cc1cnccc1C(=O)O, ClCCl, O=S(Cl)Cl. The product is Cc1cnccc1C(=O)Cl. As a reaction SMILES: [CH3:1][c:2]1[c:3]([C:4](=[O:5])[OH:6])[cH:7][cH:8][n:9][cH:10]1.[Cl:15][CH2:16][Cl:17].[S:11]([Cl:12])([Cl:13])=[O:14]>>[CH3:1][c:2]1[c:3]([C:4](=[O:5])[Cl:13])[cH:7][cH:8][n:9][cH:10]1. Reactants: C(C1=CC=CC=C1)N1CC(NCC1)CC(=O)OC (methyl 2-(4-benzylpiperazin-2-yl)acetate), FC1=C(C=C(C=C1)C)[N+](=O)[O-] (1-fluoro-4-methyl-2-nitrobenzene), C([O-])([O-])=O.[K+].[K+] (potassium carbonate). Solvent: C(C)#N (acetonitrile). Run at temperature 60 celsius. The product is C(C1=CC=CC=C1)N1CC(N(CC1)C1=C(C=C(C=C1)C)[N+](=O)[O-])CC(=O)OC (methyl 2-(4-benzyl-1-(4-methyl-2-nitrophenyl)piperazin-2-yl)acetate). As a reaction SMILES: [CH2:1]([N:8]1[CH2:13][CH2:12][NH:11][CH:10]([CH2:14][C:15]([O:17][CH3:18])=[O:16])[CH2:9]1)[C:2]1[CH:7]=[CH:6][CH:5]=[CH:4][CH:3]=1.F[C:20]1[CH:25]=[CH:24][C:23]([CH3:26])=[CH:22][C:21]=1[N+:27]([O-:29])=[O:28].C(=O)([O-])[O-].[K+].[K+]>C(#N)C>[CH2:1]([N:8]1[CH2:13][CH2:12][N:11]([C:20]2[CH:25]=[CH:24][C:23]([CH3:26])=[CH:22][C:21]=2[N+:27]([O-:29])=[O:28])[CH:10]([CH2:14][C:15]([O:17][CH3:18])=[O:16])[CH2:9]1)[C:2]1[CH:3]=[CH:4][CH:5]=[CH:6][CH:7]=1 |f:2.3.4|. Procedure details: To a solution of Example 12C (625 mg, 4.03 mmol) in acetonitrile (5 mL) was added 1-fluoro-4-methyl-2-nitrobenzene (1.00 g, 4.03 mmol) and potassium carbonate (1.11 g, 805 mmol). The reaction was heated in an oil bath at 60° C. overnight. The solution was concentrated onto silica gel and purified via flash chromatography (0-100% ethyl acetate/hexanes) to afford the title compound. 1H NMR (300 MHz, DMSO-d6) δ ppm 7.55-7.60 (m, 1H), 7.22-7.43 (m, 7H), 3.55-3.65 (m, 1H), 3.41-3.59 (m, 2H), 3.36 (s,... Reactants: FC(C=1C=C(C(=O)O[C@@H]2[C@@H](N(CCO2)CC2=CC=CC=C2)C2=CC=CC=C2)C=C(C1)C(F)(F)F)(F)F (2-(R)-(3,5-bis(tri-fluoro-methyl)benzoyloxy)-3-(S)-phenyl-4-benzyl morpholine), C1CCOC1.C1(=CC=CC=C1)C (THF toluene). The reagents and catalysts are C[C-]1C=CC=C1.[C-]1(C=CC=C1)C.[Ti+2] (dimethyl titanocene). Yields the product hexanes methylene chloride, FC(C=1C=C(C=C(C1)C(F)(F)F)C(=C)O[C@@H]1[C@@H](N(CCO1)CC1=CC=CC=C1)C1=CC=CC=C1)(F)F (2-(R)-(1-(3,5-Bis(trifluoromethyl)phenyl)ethenyloxy)-3-(S)-phenyl-4-benzyl morpholine). The yield is 69.0%. As a reaction SMILES: [F:1][C:2]([F:36])([F:35])[C:3]1[CH:4]=[C:5]([CH:28]=[C:29]([C:31]([F:34])([F:33])[F:32])[CH:30]=1)[C:6]([O:8][C@H:9]1[O:14][CH2:13][CH2:12][N:11]([CH2:15][C:16]2[CH:21]=[CH:20][CH:19]=[CH:18][CH:17]=2)[C@H:10]1[C:22]1[CH:27]=[CH:26][CH:25]=[CH:24][CH:23]=1)=O.[CH2:37]1COCC1.C1(C)C=CC=CC=1>C[C-]1C=CC=C1.[C-]1(C)C=CC=C1.[Ti+2]>[F:1][C:2]([F:36])([F:35])[C:3]1[CH:4]=[C:5]([C:6]([O:8][C@H:9]2[O:14][CH2:13][CH2:12][N:11]([CH2:15][C:16]3[CH:21]=[CH:20][CH:19]=[CH:18][CH:17]=3)[C@H:10]2[C:22]2[CH:27]=[CH:26][CH:25]=[CH:24][CH:23]=2)=[CH2:37])[CH:28]=[C:29]([C:31]([F:33])([F:32])[F:34])[CH:30]=1 |f:1.2,3.4.5|. Procedure: A solution of 2.50 g (4.9 mmol) of 2-(R)-(3,5-bis(tri-fluoro-methyl)benzoyloxy)-3-(S)-phenyl-4-benzyl morpholine (from Example 67) and 2.50 g (12.0 mmol) of dimethyl titanocene (from Example 68, Step A) in 35 mL of 1:1 v/v THF/toluene was stirred in an oil bath at 80° C. for 16 hours. The reaction mixture was cooled and concentrated in vacuo. Flash chromatography on 150 g of silica gel using 3:1 v/v hexanes/methylene chloride as the eluant afforded 1.71 g (69%) of the title compound as a solid. Yield: 55.0%. Product: ClC(C(=O)O)CCC1=C2C=CC(N(C2=C(C=C1)OC)C)=O (2-chloro-4-(8-methoxy-1-methyl-2-oxo-1,2-dihydroquinolin-5-yl)butyric acid). Run in C(C)O (ethanol). Reaction SMILES: [Cl:1][C:2]([CH2:13][CH2:14][C:15]1[CH:24]=[CH:23][C:22]([O:25][CH3:26])=[C:21]2[C:16]=1[CH:17]=[CH:18][C:19](=[O:28])[N:20]2[CH3:27])(C(OCC)=O)[C:3]([O:5]CC)=[O:4].C(O)(=O)C.Cl.O>C(O)C>[Cl:1][CH:2]([CH2:13][CH2:14][C:15]1[CH:24]=[CH:23][C:22]([O:25][CH3:26])=[C:21]2[C:16]=1[CH:17]=[CH:18][C:19](=[O:28])[N:20]2[CH3:27])[C:3]([OH:5])=[O:4]. The reactants are ClC(C(=O)OCC)(C(=O)OCC)CCC1=C2C=CC(N(C2=C(C=C1)OC)C)=O (Diethyl 2-chloro-2-[2-(8-methoxy-1-methyl-2-oxo-1,2-dihydroquinolin-5-yl)ethyl]malonate), C(C)(=O)O (acetic acid), Cl (hydrochloric acid), O (water). Reported procedure: Diethyl 2-chloro-2-[2-(8-methoxy-1-methyl-2-oxo-1,2-dihydroquinolin-5-yl)ethyl]malonate (2.38 g) was added to a mixture of acetic acid (10 ml) and 6N hydrochloric acid (15 ml), and the resulting mixture was heated under reflux overnight. After cooling to room temperature, water and a small quantity of ethanol was added to the reaction mixture, followed by ice cooling. The precipitated solid was collected by filtration, washed with water and dried to thereby obtain 0.99 g (yield: 55%) of 2-chloro... Reactants: O=C([O-])[O-], CC1CCCN1, CC#N, O=C(c1cc2cc(OCCCCl)cnc2[nH]1)N1CCC(F)(F)CC1, Cl, [K+], [K+]. Product: CC1CCCN1CCCOc1cnc2[nH]c(C(=O)N3CCC(F)(F)CC3)cc2c1. Reaction SMILES: [C:32](=[O:33])([O-:34])[O-:35].[CH3:26][CH:27]1[NH:28][CH2:29][CH2:30][CH2:31]1.[CH3:38][C:39]#[N:40].[Cl:1][CH2:2][CH2:3][CH2:4][O:5][c:6]1[cH:7][c:8]2[c:9]([n:10][cH:11]1)[nH:12][c:13]([C:15](=[O:16])[N:17]1[CH2:18][CH2:19][C:20]([F:23])([F:24])[CH2:21][CH2:22]1)[cH:14]2.[ClH:25].[K+:36].[K+:37]>>[CH2:2]([CH2:3][CH2:4][O:5][c:6]1[cH:7][c:8]2[c:9]([n:10][cH:11]1)[nH:12][c:13]([C:15](=[O:16])[N:17]1[CH2:18][CH2:19][C:20]([F:23])([F:24])[CH2:21][CH2:22]1)[cH:14]2)[N:28]1[CH:27]([CH3:26])[CH2:31][CH2:30][CH2:29]1. Starting materials: CCN(CC)C(=O)N(C1CCCCC1)C1CC2CCC(C1)N2C(=O)C(Cc1ccc(Cl)cc1)NCC1Cc2ccccc2CN1C(=O)OC(C)(C)C, Cl, C1COCCO1. Product: CCN(CC)C(=O)N(C1CCCCC1)C1CC2CCC(C1)N2C(=O)C(Cc1ccc(Cl)cc1)NCC1Cc2ccccc2CN1. As a reaction SMILES: [Cl:1][c:2]1[cH:3][cH:4][c:5]([CH2:6][CH:7]([C:8](=[O:9])[N:10]2[CH:11]3[CH2:12][CH:13]([N:18]([C:19](=[O:20])[N:21]([CH2:22][CH3:23])[CH2:24][CH3:25])[CH:26]4[CH2:27][CH2:28][CH2:29][CH2:30][CH2:31]4)[CH2:14][CH:15]2[CH2:16][CH2:17]3)[NH:32][CH2:33][CH:34]2[N:35]([C:44]([O:45][C:46]([CH3:47])([CH3:48])[CH3:49])=[O:50])[CH2:36][c:37]3[cH:38][cH:39][cH:40][cH:41][c:42]3[CH2:43]2)[cH:51][cH:52]1.[ClH:53].[O:54]1[CH2:55][CH2:56][O:57][CH2:58][CH2:59]1>>[Cl:1][c:2]1[cH:3][cH:4][c:5]([CH2:6][CH:7]([C:8](=[O:9])[N:10]2[CH:11]3[CH2:12][CH:13]([N:18]([C:19](=[O:20])[N:21]([CH2:22][CH3:23])[CH2:24][CH3:25])[CH:26]4[CH2:27][CH2:28][CH2:29][CH2:30][CH2:31]4)[CH2:14][CH:15]2[CH2:16][CH2:17]3)[NH:32][CH2:33][CH:34]2[NH:35][CH2:36][c:37]3[cH:38][cH:39][cH:40][cH:41][c:42]3[CH2:43]2)[cH:51][cH:52]1. Yields the product O=Cc1ccnc(F)c1. Starting materials: O=C([O-])O, ClC(Cl)Cl, OCc1ccnc(F)c1, [Na+]. Reaction SMILES: [C:10](=[O:11])([O-:12])[OH:13].[CH:15]([Cl:16])([Cl:17])[Cl:18].[F:1][c:2]1[n:3][cH:4][cH:5][c:6]([CH2:8][OH:9])[cH:7]1.[Na+:14]>>[F:1][c:2]1[n:3][cH:4][cH:5][c:6]([CH:8]=[O:9])[cH:7]1.